From a dataset of the Open Reaction Database (ORD), a public repository of structured organic reaction records. describe an organic reaction: reactants, conditions, products, and yield Yields the product CC(C)(C)OC(=O)N1CCC(ON2C(=O)c3ccccc3C2=O)CC1. The reactants are CC(C)OC(=O)N=NC(=O)OC(C)C, CC(C)(C)OC(=O)N1CCC(O)CC1, O=C1c2ccccc2C(=O)N1O, c1ccc(P(c2ccccc2)c2ccccc2)cc1. RXN SMILES: [N:46]([C:47]([O:48][CH:49]([CH3:50])[CH3:51])=[O:52])=[N:53][C:54]([O:55][CH:56]([CH3:57])[CH3:58])=[O:59].[OH:1][CH:2]1[CH2:3][CH2:4][N:5]([C:8](=[O:9])[O:10][C:11]([CH3:12])([CH3:13])[CH3:14])[CH2:6][CH2:7]1.[OH:34][N:35]1[C:36](=[O:45])[c:37]2[cH:38][cH:39][cH:40][cH:41][c:42]2[C:43]1=[O:44].[c:15]1([P:16]([c:17]2[cH:18][cH:19][cH:20][cH:21][cH:22]2)[c:23]2[cH:24][cH:25][cH:26][cH:27][cH:28]2)[cH:29][cH:30][cH:31][cH:32][cH:33]1>>[O:1]([CH:2]1[CH2:3][CH2:4][N:5]([C:8](=[O:9])[O:10][C:11]([CH3:12])([CH3:13])[CH3:14])[CH2:6][CH2:7]1)[N:35]1[C:36](=[O:45])[c:37]2[cH:38][cH:39][cH:40][cH:41][c:42]2[C:43]1=[O:44]. The reactants are CO, [H][H], O=[N+]([O-])c1cnc2c(c1)CC1(CN3CCC1CC3)O2. Product: Nc1cnc2c(c1)CC1(CN3CCC1CC3)O2. As a reaction SMILES: [CH3:22][OH:23].[H:20][H:21].[N+:1]([O-:2])(=[O:3])[c:4]1[cH:5][c:6]2[c:7]([n:8][cH:9]1)[O:10][C:11]1([CH2:12][N:13]3[CH2:14][CH2:15][CH:16]1[CH2:17][CH2:18]3)[CH2:19]2>>[NH2:1][c:4]1[cH:5][c:6]2[c:7]([n:8][cH:9]1)[O:10][C:11]1([CH2:12][N:13]3[CH2:14][CH2:15][CH:16]1[CH2:17][CH2:18]3)[CH2:19]2.